Dataset: the Open Reaction Database (ORD), a public repository of structured organic reaction records. Task: describe an organic reaction: reactants, conditions, products, and yield Reactants: C(#N)C1NC1 (2-cyanoaziridine), C1(CCCCC1)C(=O)N=C=O (cyclohexanecarbonyl isocyanate). Run in C1(=CC=CC=C1)C (toluene), C1(=CC=CC=C1)C (toluene). Product: C1(CCCCC1)C(=O)NC(=O)N1C(C1)C#N (1-(N-Cyclohexanecarbonyl-carbamoyl)-2-cyanoaziridine). Reaction SMILES: [C:1]([CH:3]1[CH2:5][NH:4]1)#[N:2].[CH:6]1([C:12]([N:14]=[C:15]=[O:16])=[O:13])[CH2:11][CH2:10][CH2:9][CH2:8][CH2:7]1>C1(C)C=CC=CC=1>[CH:6]1([C:12]([NH:14][C:15]([N:4]2[CH2:5][CH:3]2[C:1]#[N:2])=[O:16])=[O:13])[CH2:11][CH2:10][CH2:9][CH2:8][CH2:7]1. Reported procedure: A solution of 1.41 g. 2-cyanoaziridine in 20 ml. toluene is added dropwise, while stirring, at 20°-30° C. to a solution of 3.2 g. cyclohexanecarbonyl isocyanate in 50 ml. toluene. The reaction mixture is further stirred for 15 minutes at ambient temperature and a certain amount of greasy material which precipitates out is separated off. The clear solution is further stirred for 1 hour at ambient temperature and the crystals which have, in the meantime separated out, are filtered off with suction... Reactants: ice, ClC1=C(OC2=C(C=CC=C2)NC(=O)C2CCNCC2)C=CC(=C1)Cl (piperidine-4-carboxylic acid [2-(2,4-dichlorophenoxy)phenyl]-amide), N1=CC=CC=C1 (pyridine), C(C1=CC=CC=C1)(=O)Cl (benzoyl chloride). The solvent is C(Cl)Cl (DCM). Product: ClC1=C(OC2=C(C=CC=C2)NC(=O)C2CCN(CC2)C(C2=CC=CC=C2)=O)C=CC(=C1)Cl (1-benzoylpiperidine-4-carboxylic acid [2-(2,4-dichloro-phenoxy)phenyl]amide). The yield is 76.0%. Reaction SMILES: [Cl:1][C:2]1[CH:23]=[C:22]([Cl:24])[CH:21]=[CH:20][C:3]=1[O:4][C:5]1[CH:10]=[CH:9][CH:8]=[CH:7][C:6]=1[NH:11][C:12]([CH:14]1[CH2:19][CH2:18][NH:17][CH2:16][CH2:15]1)=[O:13].N1C=CC=CC=1.[C:31](Cl)(=[O:38])[C:32]1[CH:37]=[CH:36][CH:35]=[CH:34][CH:33]=1>C(Cl)Cl>[Cl:1][C:2]1[CH:23]=[C:22]([Cl:24])[CH:21]=[CH:20][C:3]=1[O:4][C:5]1[CH:10]=[CH:9][CH:8]=[CH:7][C:6]=1[NH:11][C:12]([CH:14]1[CH2:19][CH2:18][N:17]([C:31](=[O:38])[C:32]2[CH:37]=[CH:36][CH:35]=[CH:34][CH:33]=2)[CH2:16][CH2:15]1)=[O:13]. Procedure: To an ice cooled solution of piperidine-4-carboxylic acid [2-(2,4-dichlorophenoxy)phenyl]-amide (AMR01038, 100 mg, 0.274 mmol) in dry DCM (10 mL) were added pyridine (0.044 mL, 0.548 mmol) and benzoyl chloride (0.047 mL, 0.411 mmol). The reaction mixture was stirred at room temperature until TLC showed consumption of starting material (1 h), and quenched with saturated NaHCO3. The resulting solution was extracted with DCM (3×20 mL), and the combined organic layers were washed with water, 1M HCl ... Reactants: NC1=CC(CC(C1)C1=C(C=CC=C1)Cl)=O (1-amino-5-(2-chlorophenyl)cyclohexen-3-one), C1(=CC=CC=C1)N=C=S (phenyl isothiocyanate), C(C)#N (acetonitrile). Yields the product ClC1=C(C=CC=C1)C1CC(C=2C(=NNC2C1)NC1=CC=CC=C1)=O (6-(2-chlorophenyl)-3-phenylamino-4,5,6,7-tetrahydroindazol-4-one). As a reaction SMILES: [NH2:1][C:2]1[CH2:7][CH:6]([C:8]2[CH:13]=[CH:12][CH:11]=[CH:10][C:9]=2[Cl:14])[CH2:5][C:4](=[O:15])[CH:3]=1.[C:16]1([N:22]=[C:23]=S)[CH:21]=[CH:20][CH:19]=[CH:18][CH:17]=1.C(#[N:27])C>>[Cl:14][C:9]1[CH:10]=[CH:11][CH:12]=[CH:13][C:8]=1[CH:6]1[CH2:7][C:2]2[NH:1][N:27]=[C:23]([NH:22][C:16]3[CH:21]=[CH:20][CH:19]=[CH:18][CH:17]=3)[C:3]=2[C:4](=[O:15])[CH2:5]1. Reported procedure: To a solution of 1-amino-5-(2-chlorophenyl)cyclohexen-3-one (2.0 g) in acetonitrile (50 ml) was added phenyl isothiocyanate (1.2 g), and the mixture was refluxed for 15 hours. Under reduced pressure, the solvent was evaporated, and to the residue were added ethanol (20 ml) and hydrazine hydrate (0.55 g). The mixture was refluxed for 1 hour, and under reduced pressure, the solvent was evaporated. The residue was washed with ethyl acetate to give yellow crystals of 6-(2-chlorophenyl)-3-phenylamino... Reactants: C(C1=CC=CC=C1)OC1=C(C=CC=C1)S(=O)(=O)Cl (2-benzyloxy-benzenesulfonyl chloride), N1=CC=CC=C1 (pyridine), C(C)(C)(C)OC(CC(C(=O)N(C)OC)N)=O (3-amino-N-methoxy-N-methyl-succinamic acid tert-butyl ester). Solvent: ClCCl (dichloromethane). Reaction conditions: time 16 hour. Yields the product C(C)(C)(C)OC(C[C@@H](C(=O)N(C)OC)NS(=O)(=O)C1=C(C=CC=C1)OCC1=CC=CC=C1)=O ((S)-3-(2-benzyloxy-benzenesulfonylamino)-N-methoxy-N-methyl-succinamic acid tert-butyl ester). The yield is 92.0%. As a reaction SMILES: [CH2:1]([O:8][C:9]1[CH:14]=[CH:13][CH:12]=[CH:11][C:10]=1[S:15](Cl)(=[O:17])=[O:16])[C:2]1[CH:7]=[CH:6][CH:5]=[CH:4][CH:3]=1.N1C=CC=CC=1.[C:25]([O:29][C:30](=[O:40])[CH2:31][CH:32]([NH2:39])[C:33]([N:35]([O:37][CH3:38])[CH3:36])=[O:34])([CH3:28])([CH3:27])[CH3:26]>ClCCl>[C:25]([O:29][C:30](=[O:40])[CH2:31][C@H:32]([NH:39][S:15]([C:10]1[CH:11]=[CH:12][CH:13]=[CH:14][C:9]=1[O:8][CH2:1][C:2]1[CH:7]=[CH:6][CH:5]=[CH:4][CH:3]=1)(=[O:17])=[O:16])[C:33]([N:35]([O:37][CH3:38])[CH3:36])=[O:34])([CH3:26])([CH3:28])[CH3:27]. Reported procedure: To 2-benzyloxy-benzenesulfonyl chloride (3.11 g, 11 mmol) in dichloromethane (50 mL) and pyridine (2.6 mL, 3 equiv) was added 3-amino-N-methoxy-N-methyl-succinamic acid tert-butyl ester (1 equiv). The reaction stirred for 16 h and was washed with 10% sulfuric acid, water, and then brine. To give (S)-3-(2-benzyloxy-benzenesulfonylamino)-N-methoxy-N-methyl-succinamic acid tert-butyl ester as a yellow oil (4.82 g, 92%) that was sufficiently pure for further use. 1H NMR (CDCl3) 7.88(d,1H), 7.57(d,2H... Starting materials: COCCCOc1ccccc1[N+](=O)[O-], CO, O=C[O-], [NH4+]. Yields the product COCCCOc1ccccc1N. RXN SMILES: [CH3:1][O:2][CH2:3][CH2:4][CH2:5][O:6][c:7]1[c:8]([N+:13]([O-:14])=[O:15])[cH:9][cH:10][cH:11][cH:12]1.[CH3:20][OH:21].[CH:16]([O-:17])=[O:18].[NH4+:19]>>[CH3:1][O:2][CH2:3][CH2:4][CH2:5][O:6][c:7]1[c:8]([NH2:13])[cH:9][cH:10][cH:11][cH:12]1. Reactants: COC(=O)C=Cc1ccc(C2CCCN2CCc2c(C(C)(C)C)[nH]c3cc([N+](=O)[O-])ccc23)cc1, CCO, [Cl-], [Fe], [NH4+], O. Product: COC(=O)C=Cc1ccc(C2CCCN2CCc2c(C(C)(C)C)[nH]c3cc(N)ccc23)cc1. RXN SMILES: [CH3:1][O:2][C:3]([CH:4]=[CH:5][c:6]1[cH:7][cH:8][c:9]([CH:12]2[N:13]([CH2:17][CH2:18][c:19]3[c:20]([C:31]([CH3:32])([CH3:33])[CH3:34])[nH:21][c:22]4[cH:23][c:24]([N+:28]([O-:29])=[O:30])[cH:25][cH:26][c:27]34)[CH2:14][CH2:15][CH2:16]2)[cH:10][cH:11]1)=[O:35].[CH3:38][CH2:39][OH:40].[Cl-:36].[Fe:42].[NH4+:37].[OH2:41]>>[CH3:1][O:2][C:3]([CH:4]=[CH:5][c:6]1[cH:7][cH:8][c:9]([CH:12]2[N:13]([CH2:17][CH2:18][c:19]3[c:20]([C:31]([CH3:32])([CH3:33])[CH3:34])[nH:21][c:22]4[cH:23][c:24]([NH2:28])[cH:25][cH:26][c:27]34)[CH2:14][CH2:15][CH2:16]2)[cH:10][cH:11]1)=[O:35].